Dataset: the Open Reaction Database (ORD), a public repository of structured organic reaction records. Task: describe an organic reaction: reactants, conditions, products, and yield Starting materials: C(C)(C)(C)O[C@H](C(=O)OCC)C1=C(C2=C(N=C(S2)C2=CC(=NC=C2)C2=CC=C3C(=NN(C3=C2)C)F)C=C1C)C1=CC=C(C=C1)Cl ((S)-ethyl 2-tert-butoxy-2-(7-(4-chlorophenyl)-2-(2-(3-fluoro-1-methyl-1H-indazol-6-yl)pyridin-4-yl)-5-methylbenzo[d]thiazol-6-yl)acetate), [OH-].[Na+] (NaOH), CN(C)C=O (DMF), C(C)(=O)O (acetic acid). The solvent is CO (MeOH), C1CCOC1 (THF). Yields the product C(C)(C)(C)O[C@H](C(=O)O)C1=C(C2=C(N=C(S2)C2=CC(=NC=C2)C2=CC=C3C(=NN(C3=C2)C)F)C=C1C)C1=CC=C(C=C1)Cl ((S)-2-tert-butoxy-2-(7-(4-chlorophenyl)-2-(2-(3-fluoro-1-methyl-1H-indazol-6-yl)pyridin-4-yl)-5-methylbenzo[d]thiazol-6-yl)acetic acid). RXN SMILES: [C:1]([O:5][C@@H:6]([C:12]1[C:37]([CH3:38])=[CH:36][C:15]2[N:16]=[C:17]([C:19]3[CH:24]=[CH:23][N:22]=[C:21]([C:25]4[CH:33]=[C:32]5[C:28]([C:29]([F:35])=[N:30][N:31]5[CH3:34])=[CH:27][CH:26]=4)[CH:20]=3)[S:18][C:14]=2[C:13]=1[C:39]1[CH:44]=[CH:43][C:42]([Cl:45])=[CH:41][CH:40]=1)[C:7]([O:9]CC)=[O:8])([CH3:4])([CH3:3])[CH3:2].[OH-].[Na+].CN(C=O)C.C(O)(=O)C>CO.C1COCC1>[C:1]([O:5][C@@H:6]([C:12]1[C:37]([CH3:38])=[CH:36][C:15]2[N:16]=[C:17]([C:19]3[CH:24]=[CH:23][N:22]=[C:21]([C:25]4[CH:33]=[C:32]5[C:28]([C:29]([F:35])=[N:30][N:31]5[CH3:34])=[CH:27][CH:26]=4)[CH:20]=3)[S:18][C:14]=2[C:13]=1[C:39]1[CH:44]=[CH:43][C:42]([Cl:45])=[CH:41][CH:40]=1)[C:7]([OH:9])=[O:8])([CH3:4])([CH3:2])[CH3:3] |f:1.2|. Reported procedure: A solution of (S)-ethyl 2-tert-butoxy-2-(7-(4-chlorophenyl)-2-(2-(3-fluoro-1-methyl-1H-indazol-6-yl)pyridin-4-yl)-5-methylbenzo[d]thiazol-6-yl)acetate (37 mg, 0.058 mmol) and 5M NaOH (0.23 mL, 1.15 mmol) in MeOH (0.5 mL) and THF (2 mL) was stirred at 45° C. for 2 hours. DMF (0.3 mL) and acetic acid (73 μL) were added and reaction mixture was concentrated to ˜0.3 mL, filtered using a syringe filter, diluted with methanol. Purified using Gilson HPLC (Gemini, 5 to 100% ACN/H2O+0.1% TFA) and lyophil... Reactants: C(C)(C)N(C(CNC1=C(C=CC=C1)NC=1C(=NN(C1C)C)C)=O)C1=CC=C(C=C1)OC (N-Isopropyl-N-(4-methoxy-phenyl)-2-[2-(1,3,5-trimethyl-1H-pyrazol-ylamino)-phenylamino]-acetamide), C1(=CC=CC=C1)NN=C(C(=O)Cl)C(=O)Cl (2-(phenyl-hydrazono)-propanedioyl dichloride). Solvent: C1CCOC1 (THF), C1CCOC1 (THF), C1CCOC1 (THF). Conditions: temperature 0 celsius, time 15 hour. Yield: 192.2%. RXN SMILES: [CH:1]([N:4]([C:24]1[CH:29]=[CH:28][C:27]([O:30][CH3:31])=[CH:26][CH:25]=1)[C:5](=[O:23])[CH2:6][NH:7][C:8]1[CH:13]=[CH:12][CH:11]=[CH:10][C:9]=1[NH:14][C:15]1[C:16]([CH3:22])=[N:17][N:18]([CH3:21])[C:19]=1[CH3:20])([CH3:3])[CH3:2].[C:32]1([NH:38][N:39]=[C:40]([C:44](Cl)=[O:45])[C:41](Cl)=[O:42])[CH:37]=[CH:36][CH:35]=[CH:34][CH:33]=1>C1COCC1>[O:45]=[C:44]1[N:7]([CH2:6][C:5]([N:4]([CH:1]([CH3:3])[CH3:2])[C:24]2[CH:25]=[CH:26][C:27]([O:30][CH3:31])=[CH:28][CH:29]=2)=[O:23])[C:8]2[CH:13]=[CH:12][CH:11]=[CH:10][C:9]=2[N:14]([C:15]2[C:16]([CH3:22])=[N:17][N:18]([CH3:21])[C:19]=2[CH3:20])[C:41](=[O:42])[C:40]1=[N:39][NH:38][C:32]1[CH:37]=[CH:36][CH:35]=[CH:34][CH:33]=1. Reported procedure: A solution of N-Isopropyl-N-(4-methoxy-phenyl)-2-[2-(1,3,5-trimethyl-1H-pyrazol-ylamino)-phenylamino]-acetamide (3.0 g, 7.1 mmol) in THF (70 mL) and a solution of 2-(phenyl-hydrazono)-propanedioyl dichloride (1.75 g, 7.1 mmol) in THF (70 mL) were simultaneously added to THF (35 mL) cooled to 0° C. The solution stirred at RT for 15 h and was subsequently concentrated in vacuo to yield the title compound (8.1 g) which was used without further purification. The product is O=C1C(C(N(C2=C(N1CC(=O)N(C1=CC=C(C=C1)OC)C(C)C)C=CC=C2)C=2C(=NN(C2C)C)C)=O)=NNC2=CC=CC=C2 (2-[2,4-Dioxo-3-(phenyl-hydrazono)-5-(1,3,5-trimethyl-1H-pyrazol-4-yl)-2,3,4,5-tetrahydro-benzo[b][1,4]diazepin-1-yl]-N-isopropyl-N-(4-methoxy-phenyl)-acetamide). The reactants are O=C([O-])[O-], O=C(c1cc2nccc(Cl)c2s1)N1CCC(O)C1, [Cs+], [Cs+], [Li+], [OH-], O, Cc1sc2cc(O)ccc2c1C(=O)[O-]. Product: Cc1sc2cc(Oc3ccnc4cc(C(=O)N5CCC(O)C5)sc34)ccc2c1C(=O)O. Reaction SMILES: [C:33](=[O:34])([O-:35])[O-:36].[Cl:15][c:16]1[c:17]2[c:18]([n:19][cH:20][cH:21]1)[cH:22][c:23]([C:25](=[O:26])[N:27]1[CH2:28][CH:29]([OH:32])[CH2:30][CH2:31]1)[s:24]2.[Cs+:37].[Cs+:38].[Li+:40].[OH-:39].[OH2:41].[OH:1][c:2]1[cH:3][cH:4][c:5]2[c:6]([s:7][c:8]([CH3:13])[c:9]2[C:10](=[O:11])[O-:12])[cH:14]1>>[O:1]([c:2]1[cH:3][cH:4][c:5]2[c:6]([s:7][c:8]([CH3:13])[c:9]2[C:10](=[O:11])[OH:12])[cH:14]1)[c:16]1[c:17]2[c:18]([n:19][cH:20][cH:21]1)[cH:22][c:23]([C:25](=[O:26])[N:27]1[CH2:28][CH:29]([OH:32])[CH2:30][CH2:31]1)[s:24]2.